This data is from the Open Reaction Database (ORD), a public repository of structured organic reaction records. The task is: describe an organic reaction: reactants, conditions, products, and yield The reactants are Cc1c(N=C=S)ccc2c1nc(C)n2C(=O)OC(C)(C)C, NCCN, ClCCl. Yields the product Cc1c(NC(=S)NCCN)ccc2c1nc(C)n2C(=O)OC(C)(C)C. RXN SMILES: [C:1]([CH3:2])([CH3:3])([CH3:4])[O:5][C:6](=[O:7])[n:8]1[c:9]([CH3:21])[n:10][c:11]2[c:12]1[cH:13][cH:14][c:15]([N:18]=[C:19]=[S:20])[c:16]2[CH3:17].[CH2:22]([CH2:23][NH2:24])[NH2:25].[CH2:26]([Cl:27])[Cl:28]>>[C:1]([CH3:2])([CH3:3])([CH3:4])[O:5][C:6](=[O:7])[n:8]1[c:9]([CH3:21])[n:10][c:11]2[c:12]1[cH:13][cH:14][c:15]([NH:18][C:19](=[S:20])[NH:24][CH2:23][CH2:22][NH2:25])[c:16]2[CH3:17]. The solvent is O (water). Reaction SMILES: [F:1][C:2]1[CH:7]=[CH:6][C:5]([N:8]2[C:12]([C:13]([O:15]CC)=[O:14])=[CH:11][N:10]=[C:9]2[S:18][C:19]([C:32]2[CH:37]=[CH:36][CH:35]=[CH:34][CH:33]=2)([C:26]2[CH:31]=[CH:30][CH:29]=[CH:28][CH:27]=2)[C:20]2[CH:25]=[CH:24][CH:23]=[CH:22][CH:21]=2)=[CH:4][CH:3]=1.[OH-].[Na+].CO.C1COCC1>O>[F:1][C:2]1[CH:7]=[CH:6][C:5]([N:8]2[C:12]([C:13]([OH:15])=[O:14])=[CH:11][N:10]=[C:9]2[S:18][C:19]([C:32]2[CH:33]=[CH:34][CH:35]=[CH:36][CH:37]=2)([C:26]2[CH:27]=[CH:28][CH:29]=[CH:30][CH:31]=2)[C:20]2[CH:25]=[CH:24][CH:23]=[CH:22][CH:21]=2)=[CH:4][CH:3]=1 |f:1.2|. Procedure: To a solution of ethyl 1-(4-fluorophenyl)-2-mercapto-1H-imidazole-5-carboxylate (3) (4.09 g, 15.34 mmol) in THF (70 mL) was added triethyl amine (4.50 mL, 32.29) and triphenylmethyl chloride (4.67 g, 16.76 mmol) and the solution was stirred for 1 hour at room temperature. The reaction was concentrated in vacuo and the residue was purified by flash column chromatography on silica gel (10%-40% EtOAc in hexanes) to give ethyl 1-(4-fluorophenyl)-2-(tritylthio)-1H-imidazole-5-carboxylate. A solution ... The reactants are FC1=CC=C(C=C1)N1C(=NC=C1C(=O)OCC)SC(C1=CC=CC=C1)(C1=CC=CC=C1)C1=CC=CC=C1 (ethyl 1-(4-fluorophenyl)-2-(tritylthio)-1H-imidazole-5-carboxylate), [OH-].[Na+] (sodium hydroxide), CO (methanol), C1CCOC1 (THF). Yields the product FC1=CC=C(C=C1)N1C(=NC=C1C(=O)O)SC(C1=CC=CC=C1)(C1=CC=CC=C1)C1=CC=CC=C1 (1-(4-fluorophenyl)-2-(tritylthio)-1H-imidazole-5-carboxylic acid). Starting materials: CC(=O)O[BH-](OC(C)=O)OC(C)=O, C=O, CC(=O)O, CO, NC(=O)c1sc(-n2cnc3ccc(OC4CCNCC4)cc32)nc1-c1cccc(Cl)c1, ClCCl, [Na+]. The product is CN1CCC(Oc2ccc3ncn(-c4nc(-c5cccc(Cl)c5)c(C(N)=O)s4)c3c2)CC1. As a reaction SMILES: [C:38]([O:39][BH-:40]([O:41][C:42](=[O:43])[CH3:44])[O:45][C:46](=[O:47])[CH3:48])(=[O:49])[CH3:50].[CH2:32]=[O:33].[CH3:34][C:35](=[O:36])[OH:37].[CH3:55][OH:56].[Cl:1][c:2]1[cH:3][c:4](-[c:8]2[n:9][c:10](-[n:16]3[cH:17][n:18][c:19]4[c:20]3[cH:21][c:22]([O:25][CH:26]3[CH2:27][CH2:28][NH:29][CH2:30][CH2:31]3)[cH:23][cH:24]4)[s:11][c:12]2[C:13](=[O:14])[NH2:15])[cH:5][cH:6][cH:7]1.[Cl:52][CH2:53][Cl:54].[Na+:51]>>[Cl:1][c:2]1[cH:3][c:4](-[c:8]2[n:9][c:10](-[n:16]3[cH:17][n:18][c:19]4[c:20]3[cH:21][c:22]([O:25][CH:26]3[CH2:27][CH2:28][N:29]([CH3:34])[CH2:30][CH2:31]3)[cH:23][cH:24]4)[s:11][c:12]2[C:13](=[O:14])[NH2:15])[cH:5][cH:6][cH:7]1. Reactants: [Si](C)(C)(C(C)(C)C)OC[C@@H](C[C@@H]1N(C(OC1)(C)C)C(=O)OC(C)(C)C)CCO ((S)-tert-butyl 4-((S)-2-((tert-butyldimethylsilyloxy)methyl)-4-hydroxybutyl)-2,2-dimethyloxazolidine-3-carboxylate), CS(=O)(=O)Cl (MsCl). Solvent: C(Cl)Cl (CH2Cl2). Conditions: time 2 hour. Product: crude product, [Si](C)(C)(C(C)(C)C)OC[C@@H](C[C@@H]1N(C(OC1)(C)C)C(=O)OC(C)(C)C)CCOS(=O)(=O)C ((S)-tert-butyl 4-((S)-2-((tert-butyldimethylsilyloxy)methyl)-4-(methylsulfonyloxy)butyl)-2,2-dimethyloxazolidine-3-carboxylate). As a reaction SMILES: [Si:1]([O:8][CH2:9][C@H:10]([CH2:26][CH2:27][OH:28])[CH2:11][C@H:12]1[CH2:16][O:15][C:14]([CH3:18])([CH3:17])[N:13]1[C:19]([O:21][C:22]([CH3:25])([CH3:24])[CH3:23])=[O:20])([C:4]([CH3:7])([CH3:6])[CH3:5])([CH3:3])[CH3:2].[CH3:29][S:30](Cl)(=[O:32])=[O:31]>C(Cl)Cl>[Si:1]([O:8][CH2:9][C@H:10]([CH2:26][CH2:27][O:28][S:30]([CH3:29])(=[O:32])=[O:31])[CH2:11][C@H:12]1[CH2:16][O:15][C:14]([CH3:18])([CH3:17])[N:13]1[C:19]([O:21][C:22]([CH3:25])([CH3:24])[CH3:23])=[O:20])([C:4]([CH3:7])([CH3:5])[CH3:6])([CH3:3])[CH3:2]. Procedure details: To a solution of (S)-tert-butyl 4-((S)-2-((tert-butyldimethylsilyloxy)methyl)-4-hydroxybutyl)-2,2-dimethyloxazolidine-3-carboxylate and TEA in CH2Cl2 at 0° C. was added dropwise a solution of MsCl. The mixture was stirred for 2 h. The mixture was washed with water and dried over Na2SO4. The organic phase was distilled off to give the crude product (S)-tert-butyl 4-((S)-2-((tert-butyldimethylsilyloxy)methyl)-4-(methylsulfonyloxy)butyl)-2,2-dimethyloxazolidine-3-carboxylate (6.2 g). 1H NMR (CDCl3,... Starting materials: NC(=O)CBr, C[NH+]1CCOCC1, N#Cc1c(N)nc(S)c(C#N)c1-c1ccc(OCC(=O)O)cc1, [Na+], O=C([O-])O, CN(C)C=O. Yields the product N#Cc1c(N)nc(SCC(N)=O)c(C#N)c1-c1ccc(OCC(=O)O)cc1. Reaction SMILES: [Br:31][CH2:32][C:33](=[O:34])[NH2:35].[CH3:1][NH+:2]1[CH2:3][CH2:4][O:5][CH2:6][CH2:7]1.[NH2:8][c:9]1[n:10][c:11]([SH:30])[c:12]([C:28]#[N:29])[c:13](-[c:17]2[cH:18][cH:19][c:20]([O:21][CH2:22][C:23](=[O:24])[OH:25])[cH:26][cH:27]2)[c:14]1[C:15]#[N:16].[Na+:40].[O-:36][C:37]([OH:38])=[O:39].[O:41]=[CH:42][N:43]([CH3:44])[CH3:45]>>[NH2:8][c:9]1[n:10][c:11]([S:30][CH2:32][C:33](=[O:34])[NH2:35])[c:12]([C:28]#[N:29])[c:13](-[c:17]2[cH:18][cH:19][c:20]([O:21][CH2:22][C:23](=[O:24])[OH:25])[cH:26][cH:27]2)[c:14]1[C:15]#[N:16]. The reactants are C(=O)=O (dry ice), [OH-].[Na+] (sodium hydroxide), BrC1=CC=C(S1)C=CC=1C2=C(SC1)C=CC=C2 (3-[2-(5-bromo-2-thienyl)-ethenyl]benzo[b]thiophene), C(CCC)[Li] (n-butyl lithium). Run in CCOCC (ether), CCOCC (ether), O (water). Reaction conditions: time 1.5 hour. The product is S1C2=C(C(=C1)C=CC1=CC=C(S1)C(=O)O)C=CC=C2 (5-[2-(Benzo[b]thiophen-3-yl)ethenyl]thiophene-2-carboxylic acid). Isolated yield 52.8%. RXN SMILES: Br[C:2]1[S:6][C:5]([CH:7]=[CH:8][C:9]2[C:10]3[CH:17]=[CH:16][CH:15]=[CH:14][C:11]=3[S:12][CH:13]=2)=[CH:4][CH:3]=1.C([Li])CCC.[C:23](=[O:25])=[O:24].[OH-].[Na+]>O.CCOCC>[S:12]1[CH:13]=[C:9]([CH:8]=[CH:7][C:5]2[S:6][C:2]([C:23]([OH:25])=[O:24])=[CH:3][CH:4]=2)[C:10]2[CH:17]=[CH:16][CH:15]=[CH:14][C:11]1=2 |f:3.4|. Procedure: To a stirred, chilled (-70° C.) solution of 3-[2-(5-bromo-2-thienyl)-ethenyl]benzo[b]thiophene (15.0 g) and ether (500 ml) was added n-butyl lithium (20.5 ml, 2.5M solution in hexanes) over 15 mins., under a nitrogen atmosphere. The mixture was stirred 1.5 hr, and was transferred under nitrogen to a vessel containing a large excess of dry ice and ether (500 ml). The suspension was stirred at room temperature overnight. The mixture was poured into water (1 L) and the mixture was basified with 2.5... Starting materials: ClC1=NC2=CC=C(C=C2N=C1N(C)C(C)C)C(=O)OC (methyl 2-chloro-3-(isopropyl(methyl)amino)quinoxaline-6-carboxylate), C(C)(C)(C)OC(=O)N1C(=CC2=CC(=CC=C12)OC)B(O)O (1-(tert-butoxycarbonyl)-5-methoxy-1H-indol-2-ylboronic acid), [O-]P(=O)([O-])[O-].[K+].[K+].[K+] (K3PO4). Reagents/catalysts: C=1C=CC(=CC1)[P](C=2C=CC=CC2)(C=3C=CC=CC3)[Pd]([P](C=4C=CC=CC4)(C=5C=CC=CC5)C=6C=CC=CC6)([P](C=7C=CC=CC7)(C=8C=CC=CC8)C=9C=CC=CC9)[P](C=1C=CC=CC1)(C=1C=CC=CC1)C=1C=CC=CC1 (Pd(PPh3)4). The solvent is ClCCl (dichloromethane), O1CCOCC1 (1,4-dioxane). Reaction conditions: temperature 90 celsius, time 1 hour. Product: C(C)(C)(C)OC(=O)N1C(=CC2=CC(=CC=C12)OC)C1=NC2=CC=C(C=C2N=C1N(C)C(C)C)C(=O)OC (methyl 2-(1-(tert-butoxycarbonyl)-5-methoxy-1H-indol-2-yl)-3-(isopropyl(methyl)amino)quinoxaline-6-carboxylate). Yield: 81.6%. As a reaction SMILES: Cl[C:2]1[C:11]([N:12]([CH:14]([CH3:16])[CH3:15])[CH3:13])=[N:10][C:9]2[C:4](=[CH:5][CH:6]=[C:7]([C:17]([O:19][CH3:20])=[O:18])[CH:8]=2)[N:3]=1.[C:21]([O:25][C:26]([N:28]1[C:36]2[C:31](=[CH:32][C:33]([O:37][CH3:38])=[CH:34][CH:35]=2)[CH:30]=[C:29]1B(O)O)=[O:27])([CH3:24])([CH3:23])[CH3:22].[O-]P([O-])([O-])=O.[K+].[K+].[K+]>O1CCOCC1.ClCCl.C1C=CC([P]([Pd]([P](C2C=CC=CC=2)(C2C=CC=CC=2)C2C=CC=CC=2)([P](C2C=CC=CC=2)(C2C=CC=CC=2)C2C=CC=CC=2)[P](C2C=CC=CC=2)(C2C=CC=CC=2)C2C=CC=CC=2)(C2C=CC=CC=2)C2C=CC=CC=2)=CC=1>[C:21]([O:25][C:26]([N:28]1[C:36]2[C:31](=[CH:32][C:33]([O:37][CH3:38])=[CH:34][CH:35]=2)[CH:30]=[C:29]1[C:2]1[C:11]([N:12]([CH:14]([CH3:16])[CH3:15])[CH3:13])=[N:10][C:9]2[C:4](=[CH:5][CH:6]=[C:7]([C:17]([O:19][CH3:20])=[O:18])[CH:8]=2)[N:3]=1)=[O:27])([CH3:24])([CH3:23])[CH3:22] |f:2.3.4.5,^1:62,64,83,102|. Reported procedure: To a solution of methyl 2-chloro-3-(isopropyl(methyl)amino)quinoxaline-6-carboxylate (200.0 mg, 0.68 mmol) in 1,4-dioxane (1 mL) was added 1-(tert-butoxycarbonyl)-5-methoxy-1H-indol-2-ylboronic acid (320.0 mg, 1.40 mmol), K3PO4 (440.0 mg, 2.08 mmol), Pd(PPh3)4 (40.0 mg, 0.03 mmol) under nitrogen atmosphere. After stirring 1 h at 90° C., the reaction mixture was dissolved in dichloromethane (50 mL), washed with water (3×20 mL), dried over anhydrous magnesium sulfate and concentrated under reduced... Starting materials: C[Si](C)(C)I, CO, CCCC(=O)Nc1n[nH]c2cc(Cl)c(-c3ccc(OCc4ccccc4)cc3)cc12. Yields the product CCCC(=O)Nc1n[nH]c2cc(Cl)c(-c3ccc(O)cc3)cc12. Reaction SMILES: [CH3:1][Si:2]([I:3])([CH3:4])[CH3:5].[CH3:36][OH:37].[Cl:6][c:7]1[c:8](-[c:22]2[cH:23][cH:24][c:25]([O:28][CH2:29][c:30]3[cH:31][cH:32][cH:33][cH:34][cH:35]3)[cH:26][cH:27]2)[cH:9][c:10]2[c:11]([NH:16][C:17]([CH2:18][CH2:19][CH3:20])=[O:21])[n:12][nH:13][c:14]2[cH:15]1>>[Cl:6][c:7]1[c:8](-[c:22]2[cH:23][cH:24][c:25]([OH:28])[cH:26][cH:27]2)[cH:9][c:10]2[c:11]([NH:16][C:17]([CH2:18][CH2:19][CH3:20])=[O:21])[n:12][nH:13][c:14]2[cH:15]1. Starting materials: C1CCOC1, C[S+](C)(C)=O, [Cl-], [H-], [Na+], Cc1cccc(C=O)c1O. The product is Cc1cccc2c1OCC2O. RXN SMILES: [CH2:19]1[O:20][CH2:21][CH2:22][CH2:23]1.[CH3:2][S+:3]([CH3:4])([CH3:5])=[O:6].[Cl-:1].[H-:7].[Na+:8].[OH:9][c:10]1[c:11]([CH:12]=[O:13])[cH:14][cH:15][cH:16][c:17]1[CH3:18]>>[CH2:2]1[O:9][c:10]2[c:11]([cH:14][cH:15][cH:16][c:17]2[CH3:18])[CH:12]1[OH:13].